This data is from the Open Reaction Database (ORD), a public repository of structured organic reaction records. The task is: describe an organic reaction: reactants, conditions, products, and yield Starting materials: Cc1ccc(S(=O)(=O)Nc2ccc(C#N)cc2)cc1, CC(=O)OC(C)=O, O, O=[N+]([O-])O. Product: Cc1ccc(S(=O)(=O)Nc2ccc(C#N)cc2[N+](=O)[O-])cc1. RXN SMILES: [C:1](#[N:2])[c:3]1[cH:4][cH:5][c:6]([NH:7][S:8](=[O:9])(=[O:10])[c:11]2[cH:12][cH:13][c:14]([CH3:17])[cH:15][cH:16]2)[cH:18][cH:19]1.[CH3:25][C:26]([O:27][C:28](=[O:29])[CH3:30])=[O:31].[OH2:24].[OH:20][N+:21]([O-:22])=[O:23]>>[C:1](#[N:2])[c:3]1[cH:4][c:5]([N+:21](=[O:20])[O-:22])[c:6]([NH:7][S:8](=[O:9])(=[O:10])[c:11]2[cH:12][cH:13][c:14]([CH3:17])[cH:15][cH:16]2)[cH:18][cH:19]1. Product: COC(=O)c1cc2cc(Cc3ncc[nH]3)ccc2s1. Starting materials: CN(C)C=O, COC(=O)c1cc2cc(CBr)ccc2s1, [H-], [Na+], c1c[nH]cn1. As a reaction SMILES: [CH3:23][N:24]([CH3:25])[CH:26]=[O:27].[CH3:8][O:9][C:10](=[O:11])[c:12]1[cH:13][c:14]2[c:15]([s:16]1)[cH:17][cH:18][c:19]([CH2:21][Br:22])[cH:20]2.[H-:2].[Na+:1].[nH:3]1[cH:4][n:5][cH:6][cH:7]1>>[nH:3]1[c:4]([CH2:21][c:19]2[cH:18][cH:17][c:15]3[c:14]([cH:13][c:12]([C:10]([O:9][CH3:8])=[O:11])[s:16]3)[cH:20]2)[n:5][cH:6][cH:7]1. Reaction conditions: time 3.5 hour. Reported procedure: A solution of 3-hydroxy-cyclopentanecarboxylic acid ethyl ester (prepared as described in PCT Int. Appl. 2008131946, 3.180 g, 20.1 mmol) in dichloromethane (100 mL) was subsequently treated with 2,6-lutidine (4.7 mL, 40.2 mmol) and triisopropylsilyl trifluoromethanesulfonate (8.1 mL, 30.15 mmol). After stirring for 3.5 h, the reaction was quenched with pH 4 buffer. The aqueous layer was extracted with dichloromethane. The organics were combined, filtered through a phase separator and the volatil... The reactants are C(C)OC(=O)C1CC(CC1)O (3-hydroxy-cyclopentanecarboxylic acid ethyl ester), N1=C(C=CC=C1C)C (2,6-lutidine), FC(S(=O)(=O)O[Si](C(C)C)(C(C)C)C(C)C)(F)F (triisopropylsilyl trifluoromethanesulfonate). Yield: 97.3%. Run in ClCCl (dichloromethane). As a reaction SMILES: [CH2:1]([O:3][C:4]([CH:6]1[CH2:10][CH2:9][CH:8]([OH:11])[CH2:7]1)=[O:5])[CH3:2].N1C(C)=CC=CC=1C.FC(F)(F)S(O[Si:26]([CH:33]([CH3:35])[CH3:34])([CH:30]([CH3:32])[CH3:31])[CH:27]([CH3:29])[CH3:28])(=O)=O>ClCCl>[CH2:1]([O:3][C:4]([CH:6]1[CH2:10][CH2:9][CH:8]([O:11][Si:26]([CH:33]([CH3:35])[CH3:34])([CH:30]([CH3:32])[CH3:31])[CH:27]([CH3:29])[CH3:28])[CH2:7]1)=[O:5])[CH3:2]. Product: C(C)OC(=O)C1CC(CC1)O[Si](C(C)C)(C(C)C)C(C)C (3-Triisopropylsilanyloxy-cyclopentanecarboxylic acid ethyl ester).